Dataset: the Open Reaction Database (ORD), a public repository of structured organic reaction records. Task: describe an organic reaction: reactants, conditions, products, and yield Reactants: C(C)(=O)[O-].[Na+] (sodium acetate), S(O)(O)(=O)=O (sulphuric acid), C=O (paraformaldehyde), C(C)(=O)OC(C)=O (acetic anhydride), C(C)(=O)[O-].[Na+] (sodium acetate). Conditions: temperature 150 celsius, time 3 hour. Product: C(C)(=O)OCOC(C)=O (methylene diacetate). The yield is 2856.3%. Reaction SMILES: S(=O)(=O)(O)O.C=O.[C:8]([O-:11])(=[O:10])[CH3:9].[Na+].[C:13]([O:16][C:17](=O)C)(=[O:15])[CH3:14]>>[C:8]([O:11][CH2:17][O:16][C:13](=[O:15])[CH3:14])(=[O:10])[CH3:9] |f:2.3|. Procedure details: 5 g of concentrated sulphuric acid are added dropwise to a suspension of 300 g of paraformaldehyde in 1,020 g of acetic anhydride in the course of 5 minutes, during which the temperature rises from room temperature to about 100° C. When the addition had ended, the mixture is heated to 150° C. and is stirred at this temperature for 3 hours. It is then cooled to room temperature, 25 g of sodium acetate are added and the volatile constituents are distilled off in vacuo. About 1,300 g of distillate ...